Dataset: the Open Reaction Database (ORD), a public repository of structured organic reaction records. Task: describe an organic reaction: reactants, conditions, products, and yield Starting materials: ClC=1N(C(=CC1C(=O)N[C@H](CN1C(C2=CC=CC=C2C1=O)=O)CC1=C(C=CC=C1)C(F)(F)F)C1=CC=NN1C)C (2-chloro-N-((1S)-2-(1,3-dioxo-1,3-dihydro-2H-isoindol-2-yl)-1-{[2-(trifluoromethyl)phenyl]methyl}ethyl)-1-methyl-5-(1-methyl-1H-pyrazol-5-yl)-1H-pyrrole-3-carboxamide), NN (hydrazine). The solvent is O1CCCC1 (tetrahydrofuran), CO (methanol). The product is NC[C@H](CC1=C(C=CC=C1)C(F)(F)F)NC(=O)C1=C(N(C(=C1)C1=CC=NN1C)C)Cl (N-((1S)-2-amino-1-{[2-(trifluoromethyl)phenyl]methyl}ethyl)-2-chloro-1-methyl-5-(1-methyl-1H-pyrazol-5-yl)-1H-pyrrole-3-carboxamide). Isolated yield 59.1%. Reaction SMILES: [Cl:1][C:2]1[N:3]([CH3:40])[C:4]([C:34]2[N:38]([CH3:39])[N:37]=[CH:36][CH:35]=2)=[CH:5][C:6]=1[C:7]([NH:9][C@@H:10]([CH2:23][C:24]1[CH:29]=[CH:28][CH:27]=[CH:26][C:25]=1[C:30]([F:33])([F:32])[F:31])[CH2:11][N:12]1C(=O)C2C(=CC=CC=2)C1=O)=[O:8].NN>O1CCCC1.CO>[NH2:12][CH2:11][C@@H:10]([NH:9][C:7]([C:6]1[CH:5]=[C:4]([C:34]2[N:38]([CH3:39])[N:37]=[CH:36][CH:35]=2)[N:3]([CH3:40])[C:2]=1[Cl:1])=[O:8])[CH2:23][C:24]1[CH:29]=[CH:28][CH:27]=[CH:26][C:25]=1[C:30]([F:33])([F:32])[F:31]. Procedure details: To a solution of 2-chloro-N-((1S)-2-(1,3-dioxo-1,3-dihydro-2H-isoindol-2-yl)-1-{[2-(trifluoromethyl)phenyl]methyl}ethyl)-1-methyl-5-(1-methyl-1H-pyrazol-5-yl)-1H-pyrrole-3-carboxamide (125 mg, 0.22 mmol) in tetrahydrofuran (1.1 ml) and methanol (1.1 ml) at 25° C. was added hydrazine (0.06 ml, 1.76 mmol) dropwise. After 12 h the solution was concentrated, dry loaded onto silica and purified by column chromatography (2% MeOH in DCM (1% NH4OH)). The free base was transferred to the HCl salt by addi... The reactants are IC1=C(C=C(C=C1)S(=O)(=O)C)C(=O)N1CCN(CC1)C1=CC=C(C=C1)C(F)(F)F ((2-Iodo-5-methanesulfonyl-phenyl)-[4-(4-trifluoromethyl-phenyl)-piperazin-1-yl]-methanone), N1C=NC=C1 (imidazole). Yields the product N1(C=NC=C1)C1=C(C=C(C=C1)S(=O)(=O)C)C(=O)N1CCN(CC1)C1=CC=C(C=C1)C(F)(F)F ((2-Imidazol-1-yl-5-methanesulfonyl-phenyl)-[4-(4-trifluoromethyl-phenyl)-piperazin-1-yl]-methanone). RXN SMILES: I[C:2]1[CH:7]=[CH:6][C:5]([S:8]([CH3:11])(=[O:10])=[O:9])=[CH:4][C:3]=1[C:12]([N:14]1[CH2:19][CH2:18][N:17]([C:20]2[CH:25]=[CH:24][C:23]([C:26]([F:29])([F:28])[F:27])=[CH:22][CH:21]=2)[CH2:16][CH2:15]1)=[O:13].[NH:30]1[CH:34]=[CH:33][N:32]=[CH:31]1>>[N:30]1([C:2]2[CH:7]=[CH:6][C:5]([S:8]([CH3:11])(=[O:10])=[O:9])=[CH:4][C:3]=2[C:12]([N:14]2[CH2:19][CH2:18][N:17]([C:20]3[CH:25]=[CH:24][C:23]([C:26]([F:29])([F:28])[F:27])=[CH:22][CH:21]=3)[CH2:16][CH2:15]2)=[O:13])[CH:34]=[CH:33][N:32]=[CH:31]1. Procedure details: The title compound was prepared according to the procedure described for example 199 from (2-Iodo-5-methanesulfonyl-phenyl)-[4-(4-trifluoromethyl-phenyl)-piperazin-1-yl]-methanone (compound CK) and imidazole (20%, light grey solid, MS (m/e): 479.2 (M+H, 100%) The reactants are S1C(=CC=C1)CC(=O)Cl (2-thiopheneacetyl chloride), NC=1C(=C2/C(/C(NC2=CC1)=O)=C/C=1NC=CC1OC)C1=CC=C(C=C1)O ((Z)-5-amino-1,3-dihydro-4-(4-hydroxyphenyl)-3-[(3-methoxy-1H-pyrrol-2-yl)methylene]-2H-indol-2-one). Run in C(=O)(O)[O-].[Na+] (NaHCO3), C1CCOC1 (THF). Yields the product OC1=CC=C(C=C1)C1=C2/C(/C(NC2=CC=C1NC(CC=1SC=CC1)=O)=O)=C/C=1NC=CC1OC ((Z)-N-[2,3-dihydro-4-(4-hydroxyphenyl)-3-[(3-methoxy-1H-pyrrol-2-yl)methylene]-2-oxo-1H-indol-5-yl]-2-thiopheneacetamide). The yield is 42.4%. Reaction SMILES: [NH2:1][C:2]1[C:3]([C:20]2[CH:25]=[CH:24][C:23]([OH:26])=[CH:22][CH:21]=2)=[C:4]2[C:8](=[CH:9][CH:10]=1)[NH:7][C:6](=[O:11])/[C:5]/2=[CH:12]\[C:13]1[NH:14][CH:15]=[CH:16][C:17]=1[O:18][CH3:19].[S:27]1[CH:31]=[CH:30][CH:29]=[C:28]1[CH2:32][C:33](Cl)=[O:34]>C([O-])(O)=O.[Na+].C1COCC1>[OH:26][C:23]1[CH:22]=[CH:21][C:20]([C:3]2[C:2]([NH:1][C:33](=[O:34])[CH2:32][C:28]3[S:27][CH:31]=[CH:30][CH:29]=3)=[CH:10][CH:9]=[C:8]3[C:4]=2/[C:5](=[CH:12]/[C:13]2[NH:14][CH:15]=[CH:16][C:17]=2[O:18][CH3:19])/[C:6](=[O:11])[NH:7]3)=[CH:25][CH:24]=1 |f:2.3|. Procedure details: Using Method M above, (Z)-5-amino-1,3-dihydro-4-(4-hydroxyphenyl)-3-[(3-methoxy-1H-pyrrol-2-yl)methylene]-2H-indol-2-one (28 mg, 0.08 mmol) (from Example 41 supra) was acylated with 2-thiopheneacetyl chloride (25.7 mg, 0.16 mmol) (Aldrich) in saturated aqueous NaHCO3 (0.16 mL) and THF (2 mL) at room temperature for 3 h to give (Z)-N-[2,3-dihydro-4-(4-hydroxyphenyl)-3-[(3-methoxy-1H-pyrrol-2-yl)methylene]-2-oxo-1H-indol-5-yl]-2-thiopheneacetamide (yield: 16 mg, 42%). Reactants: C(C)C1=C(C(=NC=N1)O)C(=O)OCC (Ethyl 6-ethyl-4-hydroxypyrimidine-5-carboxylate), P(=O)(Cl)(Cl)Cl (Phosphorus oxychloride), [OH-].[Na+] (sodium hydroxide). Solvent: O (water). Reaction conditions: temperature 90 celsius, time 3 hour. Yields the product ClC1=NC=NC(=C1C(=O)OCC)CC (ethyl 4-chloro-6-ethylpyrimidine-5-carboxylate). Isolated yield 43.8%. Reaction SMILES: [CH2:1]([C:3]1[N:8]=[CH:7][N:6]=[C:5](O)[C:4]=1[C:10]([O:12][CH2:13][CH3:14])=[O:11])[CH3:2].P(Cl)(Cl)([Cl:17])=O.[OH-].[Na+]>O>[Cl:17][C:5]1[C:4]([C:10]([O:12][CH2:13][CH3:14])=[O:11])=[C:3]([CH2:1][CH3:2])[N:8]=[CH:7][N:6]=1 |f:2.3|. Reported procedure: Ethyl 6-ethyl-4-hydroxypyrimidine-5-carboxylate (7.30 g, 37.21 mmol) was stirred under ice-cooling. Phosphorus oxychloride (11.41 g, 74.41 mmol) was added dropwise to it. After the addition, the mixture was stirred at 90° C. for 3 hours. After cooling to room temperature, the mixture was poured into ice-cooled water and adjusted to pH 10 with an aqueous solution of sodium hydroxide. The resulting mixture was extracted with methylene chloride and dried over magnesium sulfate, and the solvent was ... The reactants are C[Si](C)(C)C=[N+]=[N-], CO, COc1cc(C(=O)O)cc(CCCO)c1OC. Yields the product COC(=O)c1cc(CCCO)c(OC)c(OC)c1. Reaction SMILES: [CH3:18][Si:19]([CH:20]=[N+:21]=[N-:22])([CH3:23])[CH3:24].[CH3:25][OH:26].[OH:1][CH2:2][CH2:3][CH2:4][c:5]1[cH:6][c:7]([C:8](=[O:9])[OH:10])[cH:11][c:12]([O:16][CH3:17])[c:13]1[O:14][CH3:15]>>[OH:1][CH2:2][CH2:3][CH2:4][c:5]1[cH:6][c:7]([C:8]([O:9][CH3:18])=[O:10])[cH:11][c:12]([O:16][CH3:17])[c:13]1[O:14][CH3:15]. The reactants are mixture, C(C1=CC=CC=C1)[C@H]1N(CC[C@@H](C1)N(C(C(F)(F)F)=O)CC1=CC=NC2=CC=CC=C12)C([C@H](NC(C)=O)CC1=CC=CC=C1)=O ((2R*,4S*)-2-benzyl-1-((R)-N-acetyl-phenylalanyl)N-(4-quinolylmethyl)-N-trifluoroacetyl-4-piperidinamine), [BH4-].[Na+] (sodium borohydride). Yields the product C(C1=CC=CC=C1)[C@H]1N(CC[C@@H](C1)NCC1=CC=NC2=CC=CC=C12)C([C@H](NC(C)=O)CC1=CC=CC=C1)=O ((2R*,4S*)-2-benzyl-1-((R)-N-acetyl-phenylalanyl)-N-(4-quinolylmethyl)-4-piperidinamine). RXN SMILES: [CH2:1]([C@@H:8]1[CH2:13][C@@H:12]([N:14]([CH2:21][C:22]2[C:31]3[C:26](=[CH:27][CH:28]=[CH:29][CH:30]=3)[N:25]=[CH:24][CH:23]=2)C(=O)C(F)(F)F)[CH2:11][CH2:10][N:9]1[C:32](=[O:45])[C@@H:33]([CH2:38][C:39]1[CH:44]=[CH:43][CH:42]=[CH:41][CH:40]=1)[NH:34][C:35](=[O:37])[CH3:36])[C:2]1[CH:7]=[CH:6][CH:5]=[CH:4][CH:3]=1.[BH4-].[Na+]>>[CH2:1]([C@@H:8]1[CH2:13][C@@H:12]([NH:14][CH2:21][C:22]2[C:31]3[C:26](=[CH:27][CH:28]=[CH:29][CH:30]=3)[N:25]=[CH:24][CH:23]=2)[CH2:11][CH2:10][N:9]1[C:32](=[O:45])[C@@H:33]([CH2:38][C:39]1[CH:40]=[CH:41][CH:42]=[CH:43][CH:44]=1)[NH:34][C:35](=[O:37])[CH3:36])[C:2]1[CH:7]=[CH:6][CH:5]=[CH:4][CH:3]=1 |f:1.2|. Reported procedure: 185 mg (0.411 mmol) of the mixture of (2R*,4S*)-2-benzyl-1-((R)-N-acetyl-phenylalanyl)N-(4-quinolylmethyl)-N-trifluoroacetyl-4-piperidinamine diastereomers are reacted with 62 mg (1.64 mmol) of sodium borohydride in analogy to Example 2. The title compound ##STR58## is obtained as mixture of diastereomers (white foam). TLC: methylene chloride/methanol/conc. ammonia (700:50:1) Rf =0.42, FD-MS: M+ =520. Starting materials: O=C(c1ccccc1Cl)c1cccnc1Br, Cc1ccccc1, CCCC[Sn](CCCC)(CCCC)c1nnn(Cc2cc(C(F)(F)F)cc(C(F)(F)F)c2)c1-c1ccncc1, O=C(C=Cc1ccccc1)C=Cc1ccccc1, O=C(C=Cc1ccccc1)C=Cc1ccccc1, O=C(C=Cc1ccccc1)C=Cc1ccccc1, [Pd], [Pd], c1coc(P(c2ccco2)c2ccco2)c1. The product is O=C(c1ccccc1Cl)c1cccnc1-c1nnn(Cc2cc(C(F)(F)F)cc(C(F)(F)F)c2)c1-c1ccncc1. As a reaction SMILES: [Br:40][c:41]1[n:42][cH:43][cH:44][cH:45][c:46]1[C:47](=[O:48])[c:49]1[c:50]([Cl:55])[cH:51][cH:52][cH:53][cH:54]1.[CH3:72][c:73]1[cH:74][cH:75][cH:76][cH:77][cH:78]1.[F:1][C:2]([c:3]1[cH:4][c:5]([CH2:6][n:7]2[n:8][n:9][c:10]([Sn:18]([CH2:19][CH2:20][CH2:21][CH3:22])([CH2:23][CH2:24][CH2:25][CH3:26])[CH2:27][CH2:28][CH2:29][CH3:30])[c:11]2-[c:12]2[cH:13][cH:14][n:15][cH:16][cH:17]2)[cH:31][c:32]([C:34]([F:35])([F:36])[F:37])[cH:33]1)([F:38])[F:39].[O:117]=[C:118]([CH:119]=[CH:120][c:121]1[cH:122][cH:123][cH:124][cH:125][cH:126]1)[CH:127]=[CH:128][c:129]1[cH:130][cH:131][cH:132][cH:133][cH:134]1.[O:81]=[C:82]([CH:83]=[CH:84][c:85]1[cH:86][cH:87][cH:88][cH:89][cH:90]1)[CH:91]=[CH:92][c:93]1[cH:94][cH:95][cH:96][cH:97][cH:98]1.[O:99]=[C:100]([CH:101]=[CH:102][c:103]1[cH:104][cH:105][cH:106][cH:107][cH:108]1)[CH:109]=[CH:110][c:111]1[cH:112][cH:113][cH:114][cH:115][cH:116]1.[Pd:79].[Pd:80].[o:56]1[cH:57][cH:58][cH:59][c:60]1[P:61]([c:62]1[o:63][cH:64][cH:65][cH:66]1)[c:67]1[o:68][cH:69][cH:70][cH:71]1>>[F:1][C:2]([c:3]1[cH:4][c:5]([CH2:6][n:7]2[n:8][n:9][c:10](-[c:41]3[n:42][cH:43][cH:44][cH:45][c:46]3[C:47](=[O:48])[c:49]3[c:50]([Cl:55])[cH:51][cH:52][cH:53][cH:54]3)[c:11]2-[c:12]2[cH:13][cH:14][n:15][cH:16][cH:17]2)[cH:31][c:32]([C:34]([F:35])([F:36])[F:37])[cH:33]1)([F:38])[F:39].